This data is from the Open Reaction Database (ORD), a public repository of structured organic reaction records. The task is: describe an organic reaction: reactants, conditions, products, and yield Starting materials: Cc1onc(-c2ccccn2)c1CO, ClCCl, O=S(Cl)Cl. The product is Cc1onc(-c2ccccn2)c1CCl. Reaction SMILES: [CH3:1][c:2]1[c:3]([CH2:13][OH:14])[c:4](-[c:7]2[n:8][cH:9][cH:10][cH:11][cH:12]2)[n:5][o:6]1.[Cl:19][CH2:20][Cl:21].[S:15]([Cl:16])([Cl:17])=[O:18]>>[CH3:1][c:2]1[c:3]([CH2:13][Cl:17])[c:4](-[c:7]2[n:8][cH:9][cH:10][cH:11][cH:12]2)[n:5][o:6]1.